The task is: describe an organic reaction: reactants, conditions, products, and yield. This data is from the Open Reaction Database (ORD), a public repository of structured organic reaction records. The reactants are ClC1=NC2=C(N1C)C(=CC=C2Cl)C(CC)CC (2,4-dichloro-7-(1-ethylpropyl)-1-methyl-1H-benzimidazole), ClC1=C(C(=CC(=C1)Cl)C)O (2,4-dichloro-6-methylphenol), C([O-])([O-])=O.[K+].[K+] (potassium carbonate), ClC1=C(C(=CC(=C1)Cl)C)O (2,4-dichloro-6-methylphenol), C([O-])([O-])=O.[K+].[K+] (potassium carbonate), ClC1=C(C(=CC(=C1)Cl)C)O (2,4-dichloro-6-methylphenol), C([O-])([O-])=O.[K+].[K+] (potassium carbonate). The solvent is O (water), CN(C=O)C (N,N-dimethylformamide). Reaction conditions: temperature 100 celsius. Product: ClC1=CC=C(C=2N(C(=NC21)OC2=C(C=C(C=C2C)Cl)Cl)C)C(CC)CC (4-Chloro-2-(2,4-dichloro-6-methylphenoxy)-7-(1-ethylpropyl)-1-methyl-1H-benzimidazole). The yield is 63.7%. Reaction SMILES: Cl[C:2]1[N:6]([CH3:7])[C:5]2[C:8]([CH:13]([CH2:16][CH3:17])[CH2:14][CH3:15])=[CH:9][CH:10]=[C:11]([Cl:12])[C:4]=2[N:3]=1.[Cl:18][C:19]1[CH:24]=[C:23]([Cl:25])[CH:22]=[C:21]([CH3:26])[C:20]=1[OH:27].C(=O)([O-])[O-].[K+].[K+]>CN(C)C=O.O>[Cl:12][C:11]1[C:4]2[N:3]=[C:2]([O:27][C:20]3[C:21]([CH3:26])=[CH:22][C:23]([Cl:25])=[CH:24][C:19]=3[Cl:18])[N:6]([CH3:7])[C:5]=2[C:8]([CH:13]([CH2:16][CH3:17])[CH2:14][CH3:15])=[CH:9][CH:10]=1 |f:2.3.4|. Procedure: A solution of 2,4-dichloro-7-(1-ethylpropyl)-1-methyl-1H-benzimidazole (5.5 g, 20.2 mmol), 2,4-dichloro-6-methylphenol (10 g, 56.5 mmol) and potassium carbonate (8.4 g, 60.8 mmol) in N,N-dimethylformamide (55 mL) was heated at 100° C. for 9 h. To the mixture was added 2,4-dichloro-6-methylphenol (5 g, 28.3 mmol) and potassium carbonate (4.2 g, 30.4 mmol) and heated at 100° C. for 16 h. Additional 2,4-dichloro-6-methylphenol (5 g, 28.3 mmol) and potassium carbonate (4.2 g, 30.4 mmol) were added a... The reactants are BrC1=CC=2C3=C(C=NC2C=C1)N(C(N3C=3C(=NN(C3)C)C)=O)C (8-bromo-1-(1,3-dimethyl-1H-pyrazol-4-yl)-3-methyl-1,3-dihydro-imidazo[4,5-c]quinolin-2-one), BrC1=CC=2C3=C(C=NC2C=C1)N(C(N3C=3C(=NN(C3)C)C)=O)C (8-bromo-1-(1,3-dimethyl-1H-pyrazol-4-yl)-3-methyl-1,3-dihydro-imidazo[4,5-c]quinolin-2-one), C(C)NC1=NC=C(C(=N1)OC)B1OC(C(O1)(C)C)(C)C (ethyl-[4-methoxy-5-(4,4,5,5-tetramethyl-[1,3,2]dioxaborolan-2-yl)-pyrimidin-2-yl]-amine). Yields the product CN1N=C(C(=C1)N1C(N(C=2C=NC=3C=CC(=CC3C21)C=2C(=NC(=NC2)NCC)OC)C)=O)C (1-(1,3-Dimethyl-1H-pyrazol-4-yl)-8-(2-ethylamino-4-methoxy-pyrimidin-5-yl)-3-methyl-1,3-dihydro-imidazo[4,5-c]quinolin-2-one). RXN SMILES: Br[C:2]1[CH:11]=[CH:10][C:9]2[N:8]=[CH:7][C:6]3[N:12]([CH3:23])[C:13](=[O:22])[N:14]([C:15]4[C:16]([CH3:21])=[N:17][N:18]([CH3:20])[CH:19]=4)[C:5]=3[C:4]=2[CH:3]=1.[CH2:24]([NH:26][C:27]1[N:32]=[C:31]([O:33][CH3:34])[C:30](B2OC(C)(C)C(C)(C)O2)=[CH:29][N:28]=1)[CH3:25]>>[CH3:20][N:18]1[CH:19]=[C:15]([N:14]2[C:5]3[C:4]4[CH:3]=[C:2]([C:30]5[C:31]([O:33][CH3:34])=[N:32][C:27]([NH:26][CH2:24][CH3:25])=[N:28][CH:29]=5)[CH:11]=[CH:10][C:9]=4[N:8]=[CH:7][C:6]=3[N:12]([CH3:23])[C:13]2=[O:22])[C:16]([CH3:21])=[N:17]1. Procedure: The title compound was synthesized in a similar manner as described for Example 1.1 using 8-bromo-1-(1,3-dimethyl-1H-pyrazol-4-yl)-3-methyl-1,3-dihydro-imidazo[4,5-c]quinolin-2-one (Intermediate A) and ethyl-[4-methoxy-5-(4,4,5,5-tetramethyl-[1,3,2]dioxaborolan-2-yl)-pyrimidin-2-yl]-amine (Stage 235.1.1) to give the title compound as a white solid. (HPLC: tR 2.24 min (Method A); M+H=445 MS-ES; 1H-NMR (d6-DMSO, 400 MHz) 8.91 (s, 1H), 8.16-8.06 (m, 3H), 8.01-7.97 (m, 1H), 7.74-7.69 (m, 1H), 7.61-7... The reactants are N1=CC(=CC=C1)N1C(NCC1)=O (1-pyridin-3-yl-imidazolidin-2-one), IC=1C=CC2=C(N=CS2)C1 (5-iodo-benzothiazole), N[C@H]1[C@@H](CCCC1)N (trans-1,2-diamino cyclohexane), C([O-])([O-])=O.[K+].[K+] (potassium carbonate). Reagents/catalysts: [Cu](I)I (copper iodide). Run in O1CCOCC1 (1,4-dioxane). Product: S1C=NC2=C1C=CC(=C2)N2C(N(CC2)C=2C=NC=CC2)=O (1-Benzothiazol-5-yl-3-pyridin-3-yl-imidazolidin-2-one). Yield: 61.7%. Reaction SMILES: [N:1]1[CH:6]=[CH:5][CH:4]=[C:3]([N:7]2[CH2:11][CH2:10][NH:9][C:8]2=[O:12])[CH:2]=1.I[C:14]1[CH:15]=[CH:16][C:17]2[S:21][CH:20]=[N:19][C:18]=2[CH:22]=1.N[C@@H]1CCCC[C@H]1N.C(=O)([O-])[O-].[K+].[K+]>[Cu](I)I.O1CCOCC1>[S:21]1[C:17]2[CH:16]=[CH:15][C:14]([N:9]3[CH2:10][CH2:11][N:7]([C:3]4[CH:2]=[N:1][CH:6]=[CH:5][CH:4]=4)[C:8]3=[O:12])=[CH:22][C:18]=2[N:19]=[CH:20]1 |f:3.4.5|. Procedure details: Using the same reaction conditions as in Example 1, 1-pyridin-3-yl-imidazolidin-2-one (I-1b: 93.67 mg, 0.5747 mmol) was reacted with 5-iodo-benzothiazole (150 mg, 0.5747 mmol), 1,4-dioxane (5 mL), copper iodide (10.9 mg, 0.05747 mmol), trans-1,2-diamino cyclohexane (19.65 mg, 0.1724 mmol) and potassium carbonate (159 mg, 1.1494 mmol) to afford the crude product. Purification by column chromatography on silica gel (1% MeOH in chloroform) afforded 105 mg of the product (61.76% yield). Starting materials: C(C1=CC=CC=C1)OC(=O)N1CCN(CC1)C(=O)OCC (1-benzyloxycarbonyl-4-ethoxycarbonyl-piperazine), O1CCCC1 (tetrahydrofuran), [BH4-].[Li+] (lithiumborohydride). Run at temperature 60 celsius, time 5 hour. The product is C(C1=CC=CC=C1)OC(=O)N1CCN(CC1)O (1-benzyloxycarbonyl-4-hydroxy-piperazine). Reaction SMILES: [CH2:1]([O:8][C:9]([N:11]1[CH2:16][CH2:15][N:14](C(OCC)=O)[CH2:13][CH2:12]1)=[O:10])[C:2]1[CH:7]=[CH:6][CH:5]=[CH:4][CH:3]=1.[BH4-].[Li+].[O:24]1CCCC1>>[CH2:1]([O:8][C:9]([N:11]1[CH2:16][CH2:15][N:14]([OH:24])[CH2:13][CH2:12]1)=[O:10])[C:2]1[CH:7]=[CH:6][CH:5]=[CH:4][CH:3]=1 |f:1.2|. Procedure details: To a mixture of oil 1-benzyloxycarbonyl-4-ethoxycarbonyl-piperazine (30 g) in tetrahydrofuran (200 ml) was added lithiumborohydride (2.7 g) and stirred at 60° C. for 5 hours. To quench thc mixture, added methanol, dilute hydrochloric acid and then concentrated hydrochloric acid. Diluted with diethylether and resulting suspension washed with water (×2) dilute sodiumbicarbonate then brine, dried (MgSO4) and evaporated to give as a colourless oil oil 1-benzyloxycarbonyl-4-hydroxy-piperazine (23 g) ... The reactants are BrC1=CC=C(S1)S(=O)(=O)NC1=CC(=CC=C1)C1=NN=NN1 (5-bromo-N-[3-(1H-tetrazol-5-yl)phenyl]thiophene-2-sulfonamide), BrC1=CC=C(S1)S(=O)(=O)NC1=CC(=CC=C1)C1=NN=NN1 (5-bromo-N-[3-(1H-tetrazol-5-yl)phenyl]thiophene-2-sulfonamide), ClC1=CC=C(C=C1)B(O)O (4-chlorophenylboronic acid). Product: ClC1=CC=C(C=C1)C1=CC=C(S1)S(=O)(=O)NC1=CC(=CC=C1)C1=NN=NN1 (5-(4-Chlorophenyl)-N-[3-(1H-tetrazol-5-yl)phenyl]thiophene-2-sulfonamide). Yield: 21.1%. Reaction SMILES: Br[C:2]1[S:6][C:5]([S:7]([NH:10][C:11]2[CH:16]=[CH:15][CH:14]=[C:13]([C:17]3[NH:21][N:20]=[N:19][N:18]=3)[CH:12]=2)(=[O:9])=[O:8])=[CH:4][CH:3]=1.[Cl:22][C:23]1[CH:28]=[CH:27][C:26](B(O)O)=[CH:25][CH:24]=1>>[Cl:22][C:23]1[CH:28]=[CH:27][C:26]([C:2]2[S:6][C:5]([S:7]([NH:10][C:11]3[CH:16]=[CH:15][CH:14]=[C:13]([C:17]4[NH:21][N:20]=[N:19][N:18]=4)[CH:12]=3)(=[O:9])=[O:8])=[CH:4][CH:3]=2)=[CH:25][CH:24]=1. Reported procedure: The product was prepared according to General Procedure 3, described in Example 22, starting from 5-bromo-N-[3-(1H-tetrazol-5-yl)phenyl]thiophene-2-sulfonamide (Intermediate 17) (19 mg, 0.05 mmol) and 4-chlorophenylboronic acid (9 mg, 0.06 mmol) giving 4.4 mg (21%) of the title compound. MS (ESI+) calcd for C17H12ClN5O2S2 417.012094, found 417.013904. Product: CCCC(=O)Nc1ccc([N+](=O)[O-])cc1C#CC1(C)CC1. Starting materials: CCCC(=O)Cl, CC1(C#Cc2cc([N+](=O)[O-])ccc2N)CC1, ClCCl, c1ccncc1. As a reaction SMILES: [C:23]([CH2:24][CH2:25][CH3:26])(=[O:27])[Cl:28].[CH3:1][C:2]1([C:5]#[C:6][c:7]2[c:8]([NH2:9])[cH:10][cH:11][c:12]([N+:14](=[O:15])[O-:16])[cH:13]2)[CH2:3][CH2:4]1.[Cl:29][CH2:30][Cl:31].[cH:17]1[cH:18][cH:19][n:20][cH:21][cH:22]1>>[CH3:1][C:2]1([C:5]#[C:6][c:7]2[c:8]([NH:9][C:23]([CH2:24][CH2:25][CH3:26])=[O:27])[cH:10][cH:11][c:12]([N+:14](=[O:15])[O-:16])[cH:13]2)[CH2:3][CH2:4]1. Reactants: COc1c(N2CC3(CC3)C(C)(NC(=O)OC(C)(C)C)C2)c(F)cc2c(=O)c(C(=O)O)cn(C3CC3F)c12, Cl. Yields the product COc1c(N2CC(C)(N)C3(CC3)C2)c(F)cc2c(=O)c(C(=O)O)cn(C3CC3F)c12. As a reaction SMILES: [C:1]([O:2][C:3](=[O:4])[NH:8][C:9]1([CH3:37])[CH2:10][N:11]([c:16]2[c:17]([F:36])[cH:18][c:19]3[c:20](=[O:35])[c:21]([C:32](=[O:33])[OH:34])[cH:22][n:23]([CH:28]4[CH:29]([F:31])[CH2:30]4)[c:24]3[c:25]2[O:26][CH3:27])[CH2:12][C:13]12[CH2:14][CH2:15]2)([CH3:5])([CH3:6])[CH3:7].[ClH:38]>>[NH2:8][C:9]1([CH3:37])[CH2:10][N:11]([c:16]2[c:17]([F:36])[cH:18][c:19]3[c:20](=[O:35])[c:21]([C:32](=[O:33])[OH:34])[cH:22][n:23]([CH:28]4[CH:29]([F:31])[CH2:30]4)[c:24]3[c:25]2[O:26][CH3:27])[CH2:12][C:13]12[CH2:14][CH2:15]2.